Dataset: the Open Reaction Database (ORD), a public repository of structured organic reaction records. Task: describe an organic reaction: reactants, conditions, products, and yield Reactants: C1(CCCCC1)=O (cyclohexanone), CN1N=CC=C1 (1-methylpyrazole), CN(CCN(C)C)C (N,N,N′,N′-tetramethylethylenediamine), C(CCC)[Li] (butyl lithium). The solvent is C1CCOC1 (THF), O (water). Conditions: temperature -78 celsius, time 30 minute. Product: CN1N=CC=C1C1(CCCCC1)O (1-(1-Methyl-1H-pyrazol-5-yl)cyclohexanol). The yield is 85.9%. RXN SMILES: [CH3:1][N:2]1[CH:6]=[CH:5][CH:4]=[N:3]1.CN(C)CCN(C)C.C([Li])CCC.[C:20]1(=[O:26])[CH2:25][CH2:24][CH2:23][CH2:22][CH2:21]1>C1COCC1.O>[CH3:1][N:2]1[C:6]([C:20]2([OH:26])[CH2:25][CH2:24][CH2:23][CH2:22][CH2:21]2)=[CH:5][CH:4]=[N:3]1. Reported procedure: To a solution of 1-methylpyrazole (6.0 g, 73.1 mmol) and N,N,N′,N′-tetramethylethylenediamine (10.96 mL, 73.1 mmol) in THF (125 mL), butyl lithium (2.69 M solution in hexane; 31.8 mL, 85.5 mmol) was added at −78° C. The reaction solution was stirred at −78° C. for 30 minutes. Then, cyclohexanone (9.06 mL, 87.7 mmol) was added thereto, and the mixture was stirred at room temperature for 15 hours. To the reaction solution, water (500 mL) was added, followed by extraction with ethyl acetate (250 mL... Reactants: FC([C@@H]1CC[C@H](CC1)NC(C1=C(N=C(C(=C1)N)NC)N1CCC(CC1)C(F)(F)F)=O)(F)F (N-(trans-4-trifluoromethyl-cyclohexyl)-6-methylamino-5-amino-2-(4-trifluoromethyl-piperidinyl)-nicotinic acid amide), ClC1=C(C=C(CNC(=O)C2(CC2)C(F)(F)F)C=C1)N=C=S (N-(4-chloro-3-isothiocyanato-benzyl)-1-trifluoromethyl-cyclopropylcarboxamide), CC#N (MeCN), crude mixture, CC(N=C=NC(C)C)C (DIC). Solvent: CN (methylamine). Conditions: time 5 hour. Product: FC([C@@H]1CC[C@H](CC1)NC(=O)C=1C=C2C(=NC1N1CCC(CC1)C(F)(F)F)N(C(=N2)NC2=C(C=CC(=C2)CNC(=O)C2(CC2)C(F)(F)F)Cl)C)(F)F (N-(trans-4-Trifluoromethyl-cyclohexyl)-2-{2-chloro-5-[(1-trifluoromethyl-cyclopropyl-carbonylamino)methyl]-phenylamino}-5-[4-trifluoromethyl-piperidinyl]-3-methyl-3H-imidazo[4,5-b]pyridine-6-carboxamide). RXN SMILES: [F:1][C:2]([F:32])([F:31])[C@H:3]1[CH2:8][CH2:7][C@H:6]([NH:9][C:10](=[O:30])[C:11]2[CH:16]=[C:15]([NH2:17])[C:14]([NH:18][CH3:19])=[N:13][C:12]=2[N:20]2[CH2:25][CH2:24][CH:23]([C:26]([F:29])([F:28])[F:27])[CH2:22][CH2:21]2)[CH2:5][CH2:4]1.[Cl:33][C:34]1[CH:50]=[CH:49][C:37]([CH2:38][NH:39][C:40]([C:42]2([C:45]([F:48])([F:47])[F:46])[CH2:44][CH2:43]2)=[O:41])=[CH:36][C:35]=1[N:51]=[C:52]=S.CC#N.CC(C)N=C=NC(C)C>CN>[F:32][C:2]([F:1])([F:31])[C@H:3]1[CH2:8][CH2:7][C@H:6]([NH:9][C:10]([C:11]2[CH:16]=[C:15]3[N:17]=[C:52]([NH:51][C:35]4[CH:36]=[C:37]([CH2:38][NH:39][C:40]([C:42]5([C:45]([F:48])([F:47])[F:46])[CH2:44][CH2:43]5)=[O:41])[CH:49]=[CH:50][C:34]=4[Cl:33])[N:18]([CH3:19])[C:14]3=[N:13][C:12]=2[N:20]2[CH2:25][CH2:24][CH:23]([C:26]([F:29])([F:28])[F:27])[CH2:22][CH2:21]2)=[O:30])[CH2:5][CH2:4]1. Procedure: A mixture of N-(trans-4-trifluoromethyl-cyclohexyl)-6-methylamino-5-amino-2-(4-trifluoromethyl-piperidinyl)-nicotinic acid amide (110 mg, 0.24 mmol), N-(4-chloro-3-isothiocyanato-benzyl)-1-trifluoromethyl-cyclopropylcarboxamide (prepared according to WO2010/100249; 80 mg, 0.24 mmol) and MeCN (7.5 mL) is stirred for 5 h. Then DIC (50 μl, 0.32 mmol) is added and it is stirred overnight at rt and for 2 h at 60° C. The crude mixture is diluted with 40% aq. methylamine-solution, filtered, concentrate... Product: CN(C(CC=1N=NNC1)=O)CCC1CCN(CC1)C(=O)OCC1=CC(=CC(=C1)Cl)Cl (3,5-Dichlorobenzyl 4-(2-(N-methyl-2-(1H-1,2,3-triazol-4-yl)acetamido)ethyl)piperidine-1-carboxylate). Starting materials: CNCCC1CCN(CC1)C(=O)OCC1=CC(=CC(=C1)Cl)Cl (3,5-Dichlorobenzyl 4-(2-(methylamino)ethyl)piperidine-1-carboxylate), N1N=NC(=C1)CC(=O)O (2-(1H-1,2,3-triazol-4-yl)acetic acid), C(CC)P1(OP(OP(O1)(=O)CCC)(=O)CCC)=O (T3P), solution, CCN(C(C)C)C(C)C (Huenig's base). RXN SMILES: [CH3:1][NH:2][CH2:3][CH2:4][CH:5]1[CH2:10][CH2:9][N:8]([C:11]([O:13][CH2:14][C:15]2[CH:20]=[C:19]([Cl:21])[CH:18]=[C:17]([Cl:22])[CH:16]=2)=[O:12])[CH2:7][CH2:6]1.[NH:23]1[CH:27]=[C:26]([CH2:28][C:29](O)=[O:30])[N:25]=[N:24]1.C(P1(=O)OP(CCC)(=O)OP(CCC)(=O)O1)CC.CCN(C(C)C)C(C)C>CN(C=O)C>[CH3:1][N:2]([CH2:3][CH2:4][CH:5]1[CH2:6][CH2:7][N:8]([C:11]([O:13][CH2:14][C:15]2[CH:16]=[C:17]([Cl:22])[CH:18]=[C:19]([Cl:21])[CH:20]=2)=[O:12])[CH2:9][CH2:10]1)[C:29](=[O:30])[CH2:28][C:26]1[N:25]=[N:24][NH:23][CH:27]=1. Run in CN(C)C=O (DMF), CN(C)C=O (DMF). Reported procedure: A mixture comprising of 3,5-dichlorobenzyl 4-(2-(methylamino)ethyl)piperidine-1-carboxylate (Example 1, step 3) (100 mg, 0.290 mmol), 2-(1H-1,2,3-triazol-4-yl)acetic acid (55.2 mg, 0.434 mmol), T3P® (50% solution in DMF) (338 μl, 0.579 mmol) and Huenig's base (101 μl, 0.579 mmol) in DMF was stirred at room temperature for 18 hours. The resulting mixture was concentrated under pressure. The crude residue was diluted with water and extracted with EtOAc. The organic portion was dried over MgSO4, fi... Reactants: C1(=CC=CC=C1)[Mg]Cl (PhMgCl), CC1N(C1)P(OC1=CC=CC=C1)(OC1=CC=CC=C1)=O (diphenyl (2methylaziridin-1-yl)phosphonate). The reagents and catalysts are Cl[Cu] (CuCl). Solvent: C1CCOC1 (THF), heptanes. Reaction conditions: temperature 48 celsius, time 2 hour. Product: C1(=CC=CC=C1)CC(C)NP(OC1=CC=CC=C1)(OC1=CC=CC=C1)=O (diphenyl (1-phenylpropan-2-yl)phosphoramidate). Isolated yield 72.0%. As a reaction SMILES: [CH3:1][CH:2]1[CH2:4][N:3]1[P:5](=[O:20])([O:13][C:14]1[CH:19]=[CH:18][CH:17]=[CH:16][CH:15]=1)[O:6][C:7]1[CH:12]=[CH:11][CH:10]=[CH:9][CH:8]=1.[C:21]1([Mg]Cl)[CH:26]=[CH:25][CH:24]=[CH:23][CH:22]=1>Cl[Cu].C1COCC1>[C:21]1([CH2:4][CH:2]([NH:3][P:5](=[O:20])([O:13][C:14]2[CH:19]=[CH:18][CH:17]=[CH:16][CH:15]=2)[O:6][C:7]2[CH:12]=[CH:11][CH:10]=[CH:9][CH:8]=2)[CH3:1])[CH:26]=[CH:25][CH:24]=[CH:23][CH:22]=1. Reported procedure: A 100 mL, 3-necked flask equipped with an overhead stirrer, reflux condenser and pressure equalizing addition funnel was charged with 2b (10.0 g, 34.6 mmol), THF (50 mL) and CuCl (42 mg, 1 mol %) and the stirrer was started. The stirred mixture was heated to 48° C. and the pressure equalizing addition funnel was charged with PhMgCl (2M in THF, 17.4 mL). This solution was added slowly while maintaining a reaction temperature of 48-51° C. The reaction was allowed to stir at 48-51° C. for an additi... Reactants: CCOCC, CC#N, O=c1[nH]cc(Cl)c2ccc(S(=O)(=O)Cl)cc12, O=P(Cl)(Cl)Cl. Product: O=S(=O)(Cl)c1ccc2c(Cl)cnc(Cl)c2c1. Reaction SMILES: [CH3:22][CH2:23][O:24][CH2:25][CH3:26].[CH3:27][C:28]#[N:29].[Cl:6][c:7]1[cH:8][nH:9][c:10](=[O:21])[c:11]2[cH:12][c:13]([S:17](=[O:18])(=[O:19])[Cl:20])[cH:14][cH:15][c:16]12.[P:1]([Cl:2])([Cl:3])([Cl:4])=[O:5]>>[Cl:3][c:10]1[n:9][cH:8][c:7]([Cl:6])[c:16]2[c:11]1[cH:12][c:13]([S:17](=[O:18])(=[O:19])[Cl:20])[cH:14][cH:15]2.